Dataset: the Open Reaction Database (ORD), a public repository of structured organic reaction records. Task: describe an organic reaction: reactants, conditions, products, and yield The reactants are CC(C)OC(=O)c1cncn1C1CCCc2cc(OS(=O)(=O)C(F)(F)F)ccc21, [Na+], [Na+], O=C([O-])[O-], CN(C)C=O, O, OB(O)c1ccc(F)cc1, [Pd], c1ccc(P(c2ccccc2)c2ccccc2)cc1, c1ccc(P(c2ccccc2)c2ccccc2)cc1, c1ccc(P(c2ccccc2)c2ccccc2)cc1, c1ccc(P(c2ccccc2)c2ccccc2)cc1. The product is CC(C)OC(=O)c1cncn1C1CCCc2cc(-c3ccc(F)cc3)ccc21. Reaction SMILES: [CH:1]([CH3:2])([CH3:3])[O:4][C:5](=[O:6])[c:7]1[n:8]([CH:12]2[CH2:13][CH2:14][CH2:15][c:16]3[cH:17][c:18]([O:22][S:23]([C:24]([F:25])([F:26])[F:27])(=[O:28])=[O:29])[cH:19][cH:20][c:21]32)[cH:9][n:10][cH:11]1.[Na+:40].[Na+:41].[O-:42][C:43](=[O:44])[O-:45].[O:46]=[CH:47][N:48]([CH3:49])[CH3:50].[OH2:51].[OH:30][B:31]([OH:32])[c:33]1[cH:34][cH:35][c:36]([F:37])[cH:38][cH:39]1.[Pd:52].[c:110]1([P:111]([c:112]2[cH:113][cH:114][cH:115][cH:116][cH:117]2)[c:118]2[cH:119][cH:120][cH:121][cH:122][cH:123]2)[cH:124][cH:125][cH:126][cH:127][cH:128]1.[c:53]1([P:54]([c:55]2[cH:56][cH:57][cH:58][cH:59][cH:60]2)[c:61]2[cH:62][cH:63][cH:64][cH:65][cH:66]2)[cH:67][cH:68][cH:69][cH:70][cH:71]1.[c:72]1([P:73]([c:74]2[cH:75][cH:76][cH:77][cH:78][cH:79]2)[c:80]2[cH:81][cH:82][cH:83][cH:84][cH:85]2)[cH:86][cH:87][cH:88][cH:89][cH:90]1.[c:91]1([P:92]([c:93]2[cH:94][cH:95][cH:96][cH:97][cH:98]2)[c:99]2[cH:100][cH:101][cH:102][cH:103][cH:104]2)[cH:105][cH:106][cH:107][cH:108][cH:109]1>>[CH:1]([CH3:2])([CH3:3])[O:4][C:5](=[O:6])[c:7]1[n:8]([CH:12]2[CH2:13][CH2:14][CH2:15][c:16]3[cH:17][c:18](-[c:33]4[cH:34][cH:35][c:36]([F:37])[cH:38][cH:39]4)[cH:19][cH:20][c:21]32)[cH:9][n:10][cH:11]1. The reactants are C(C)(C)(C)OC(=O)N[C@@H](CC(C)C)[C@@H]1C[C@H](C(O1)=O)C(C)(C)O ((3S, 5S)-5-[(1S)-1-(N-t-butoxycarbonylamino)-3-methylbutyl]-3-(1-hydroxy-1-methylethyl)dihydrofuran-2(3H)-one), CC(CN)CC (2(RS)-methylbutylamine). Reaction conditions: temperature 100 celsius, time 3 hour. The product is C(C)(C)(C)OC(=O)N[C@H]([C@H](C[C@H](C(=O)NCC(CC)C)C(C)(C)O)O)CC(C)C ((2S, 4S, 5S)-5-(t-Butoxycarbonylamino)-4-hydroxy-2-(1-hydroxy-1-methylethyl)-7-methyl-N-[2(RS)-methylbutyl]octanamide). Isolated yield 85.3%. As a reaction SMILES: [C:1]([O:5][C:6]([NH:8][C@H:9]([C@H:14]1[O:18][C:17](=[O:19])[C@H:16]([C:20]([OH:23])([CH3:22])[CH3:21])[CH2:15]1)[CH2:10][CH:11]([CH3:13])[CH3:12])=[O:7])([CH3:4])([CH3:3])[CH3:2].[CH3:24][CH:25]([CH2:28][CH3:29])[CH2:26][NH2:27]>>[C:1]([O:5][C:6]([NH:8][C@@H:9]([CH2:10][CH:11]([CH3:13])[CH3:12])[C@@H:14]([OH:18])[CH2:15][C@@H:16]([C:20]([OH:23])([CH3:22])[CH3:21])[C:17]([NH:27][CH2:26][CH:25]([CH3:24])[CH2:28][CH3:29])=[O:19])=[O:7])([CH3:4])([CH3:3])[CH3:2]. Procedure: Following a procedure similar to that described in Preparation 7, 250 mg (0.76 mmoles) of (3S, 5S)-5-[(1S)-1-(N-t-butoxycarbonylamino)-3-methylbutyl]-3-(1-hydroxy-1-methylethyl)dihydrofuran-2(3H)-one (prepared as described in Preparation 9) were dissolved in 500 mg (5.75 mmoles) of 2(RS)-methylbutylamine, and the solution was stirred at 100° C. for 3 hours. The reaction mixture was then concentrated by evaporation under reduced pressure, and the residue was purified by medium pressure silica gel... Reactants: ClC1=C(OC(C(=O)O)(C)C)C=CC(=C1Cl)CCC(C=1SC(=CC1)C1=CC=C(C=C1)C(F)(F)F)=O (2-(2,3-dichloro-4-(3-oxo-3-(5-(4-(trifluoromethyl)phenyl)thien-2-yl)propyl)phenoxy)-2-methyl propanoic acid), Cl.NO (hydroxylamine hydrochloride). Yields the product ClC1=C(OC(C(=O)O)(C)C)C=CC(=C1Cl)CCC(C=1SC(=CC1)C1=CC=C(C=C1)C(F)(F)F)=NO (2-(2,3-Dichloro-4-(3-(hydroxyimino)-3-(5-(4-(trifluoromethyl)phenyl)thien-2-yl)propyl)phenoxy)-2-methylpropanoic acid). As a reaction SMILES: [Cl:1][C:2]1[C:14]([Cl:15])=[C:13]([CH2:16][CH2:17][C:18](=O)[C:19]2[S:20][C:21]([C:24]3[CH:29]=[CH:28][C:27]([C:30]([F:33])([F:32])[F:31])=[CH:26][CH:25]=3)=[CH:22][CH:23]=2)[CH:12]=[CH:11][C:3]=1[O:4][C:5]([CH3:10])([CH3:9])[C:6]([OH:8])=[O:7].Cl.[NH2:36][OH:37]>>[Cl:1][C:2]1[C:14]([Cl:15])=[C:13]([CH2:16][CH2:17][C:18](=[N:36][OH:37])[C:19]2[S:20][C:21]([C:24]3[CH:29]=[CH:28][C:27]([C:30]([F:33])([F:32])[F:31])=[CH:26][CH:25]=3)=[CH:22][CH:23]=2)[CH:12]=[CH:11][C:3]=1[O:4][C:5]([CH3:10])([CH3:9])[C:6]([OH:8])=[O:7] |f:1.2|. Procedure details: 2-(2,3-Dichloro-4-(3-(hydroxyimino)-3-(5-(4-(trifluoromethyl)phenyl)thien-2-yl)propyl)phenoxy)-2-methylpropanoic acid is prepared from 2-(2,3-dichloro-4-(3-oxo-3-(5-(4-(trifluoromethyl)phenyl)thien-2-yl)propyl)phenoxy)-2-methyl propanoic acid and hydroxylamine hydrochloride according to general procedure I. The reactants are C1COCCN1, CO, O=C(O)C=CC(O)c1ccc(-c2ccc(F)c(F)c2)cc1, NC1CCCCC1, O. Product: O=C(O)CCC(O)c1ccc(-c2ccc(F)c(F)c2)cc1. Reaction SMILES: [CH2:1]1[NH:2][CH2:3][CH2:4][O:5][CH2:6]1.[CH3:36][OH:37].[F:7][c:8]1[cH:9][c:10](-[c:15]2[cH:16][cH:17][c:18]([CH:21]([CH:22]=[CH:23][C:24](=[O:25])[OH:26])[OH:27])[cH:19][cH:20]2)[cH:11][cH:12][c:13]1[F:14].[NH2:28][CH:29]1[CH2:30][CH2:31][CH2:32][CH2:33][CH2:34]1.[OH2:35]>>[F:7][c:8]1[cH:9][c:10](-[c:15]2[cH:16][cH:17][c:18]([CH:21]([CH2:22][CH2:23][C:24](=[O:25])[OH:26])[OH:27])[cH:19][cH:20]2)[cH:11][cH:12][c:13]1[F:14].